From a dataset of the Open Reaction Database (ORD), a public repository of structured organic reaction records. describe an organic reaction: reactants, conditions, products, and yield Starting materials: C(C)(C)(C)OC(=O)N1CCC(CC1)N1C2=CC=CC=C2OC=2C=C(C=CC12)C1=NN=NN1 (4-[3-(1H-tetrazol-5-yl)-phenoxazin-10-yl]-piperidine-1-carboxylic acid tert-butyl ester), C(C)(C)(C)OC(=O)N1CCC(CC1)N1C2=CC=CC=C2OC=2C=C(C=CC12)C1=NN=NN1 (4-[3-(1H-Tetrazol-5-yl)-phenoxazin-10-yl]-piperidine-1-carboxylic acid tert-butyl ester), C(=O)(C(F)(F)F)O (TFA), Cl (hydrochloric acid), C(C)(C)(C)OC(=O)N1CCC(CC1)N1C2=CC=CC=C2OC=2C=C(C=CC12)C1=CC=NC=C1 (4-(3-pyridin-4-yl-phenoxazin-10-yl)-piperidine-1-carboxylic acid tert-butyl ester), C(C)(C)(C)OC(=O)N1CCC(CC1)N1C2=CC=CC=C2OC=2C=C(C=CC12)C1=CC=NC=C1 (4-(3-Pyridin-4-yl-phenoxazin-10-yl)-piperidine-1-carboxylic acid tert-butyl ester). Run in C(Cl)Cl (methylene chloride). Yields the product N1CCC(CC1)N1C2=CC=CC=C2OC=2C=C(C=CC12)C1=CC=NC=C1 (10-Piperidin-4-yl-3-pyridin-4-yl-10H-phenoxazine), C(=O)(C(F)(F)F)O (TFA). RXN SMILES: C(OC([N:8]1[CH2:13][CH2:12][CH:11]([N:14]2[C:27]3[CH:26]=[CH:25][C:24]([C:28]4[CH:33]=[CH:32][N:31]=[CH:30][CH:29]=4)=[CH:23][C:22]=3[O:21][C:20]3[C:15]2=[CH:16][CH:17]=[CH:18][CH:19]=3)[CH2:10][CH2:9]1)=O)(C)(C)C.C(OC(N1CCC(N2C3C=CC(C4NN=NN=4)=CC=3OC3C2=CC=CC=3)CC1)=O)(C)(C)C.[C:66]([OH:72])([C:68]([F:71])([F:70])[F:69])=[O:67].Cl>C(Cl)Cl>[NH:8]1[CH2:9][CH2:10][CH:11]([N:14]2[C:27]3[CH:26]=[CH:25][C:24]([C:28]4[CH:29]=[CH:30][N:31]=[CH:32][CH:33]=4)=[CH:23][C:22]=3[O:21][C:20]3[C:15]2=[CH:16][CH:17]=[CH:18][CH:19]=3)[CH2:12][CH2:13]1.[C:66]([OH:72])([C:68]([F:71])([F:70])[F:69])=[O:67]. Procedure details: Using an adaptation of the method described in Procedure 6, substituting 4-(3-pyridin-4-yl-phenoxazin-10-yl)-piperidine-1-carboxylic acid tert-butyl ester, 1k, for 4-[3-(1H-tetrazol-5-yl)-phenoxazin-10-yl]-piperidine-1-carboxylic acid tert-butyl ester, 5a, and a mixture of TFA in methylene chloride for a 4N hydrochloric acid solution, the title compound 10-piperidin-4-yl-3-pyridin-4-yl-10H-phenoxazine, 2k, was obtained as a TFA salt after purification via reverse phase HPLC (eluent gradient: CH3... Reactants: COC(=O)C1=CC2=CC=C(C(=C2C=C1)C=O)OC (6-methoxy-5-formyl-2-naphthoic acid methyl ester), FC1=CC=C(CN)C=C1 (4-fluorobenzyl amine). Product: FC1=CC=C(CNCC2=C3C=CC(=CC3=CC=C2OC)C(=O)O)C=C1 (5-{[(4-Fluorobenzyl)amino]methyl)-6-methoxy-2-naphthoic acid). Reaction SMILES: C[O:2][C:3]([C:5]1[CH:14]=[CH:13][C:12]2[C:7](=[CH:8][CH:9]=[C:10]([O:17][CH3:18])[C:11]=2[CH:15]=O)[CH:6]=1)=[O:4].[F:19][C:20]1[CH:27]=[CH:26][C:23]([CH2:24][NH2:25])=[CH:22][CH:21]=1>>[F:19][C:20]1[CH:27]=[CH:26][C:23]([CH2:24][NH:25][CH2:15][C:11]2[C:10]([O:17][CH3:18])=[CH:9][CH:8]=[C:7]3[C:12]=2[CH:13]=[CH:14][C:5]([C:3]([OH:2])=[O:4])=[CH:6]3)=[CH:22][CH:21]=1. Reported procedure: The title compound was prepared as a white solid (0.212 g, 34% for two steps) from 6-methoxy-5-formyl-2-naphthoic acid methyl ester using 4-fluorobenzyl amine and a procedure similar to steps 3-4 of Example 1, mp 268-270° C. (decomp.); 1H NMR (DMSO-d6) δ3.94 (s, 3H), 4.29 (s, 2H), 4.48 (s, 2H), 7.31 (t, J=8.9 Hz, 2H), 7.60 (d, J=9.2 Hz, 1H), 7.65 (dd, J=5.7, 8.6 Hz, 2H), 7.99 (dd, J=1.5, 8.9 Hz, 1H), 8.12 (d, J=9.0 Hz, 1H), 8.28 (d, J=9.2 Hz, 1H), 8.60 (d, J=0.92 Hz, 1H), 9.07-9.42 (bs, 2H), 12.... The reactants are solution, Cl (hydrochloric acid), O=C(CCC1=CC=CC=C1)NC=1C=C2CCN(C2=CC1)C1=C2N=CN(C2=NC(=N1)N[C@@H]1CC[C@H](CC1)NC(=O)OC(C)(C)C)C(=O)OC(C)(C)C (1,1-dimethylethyl trans-6-[2,3-dihydro-5-[(1-oxo-3-phenylpropyl)amino]-1H-indol-1-yl]-2-[[4-[[(1,1-dimethylethoxy)carbonyl]amino]cyclohexyl]amino]-9H-purine-9-carboxylate). The solvent is CO (methanol), CO (methanol). Run at time 48 hour. The product is N[C@@H]1CC[C@H](CC1)NC1=NC(=C2N=CNC2=N1)N1CCC2=CC(=CC=C12)NC(CCC1=CC=CC=C1)=O (Trans-N-[1-[2-[(4-aminocyclohexyl)amino]-9H-purin-6-yl]-2,3-dihydro-1H-indol-5-yl]benzenepropanamide). Reaction SMILES: [O:1]=[C:2]([NH:11][C:12]1[CH:13]=[C:14]2[C:18](=[CH:19][CH:20]=1)[N:17]([C:21]1[N:29]=[C:28]([NH:30][C@H:31]3[CH2:36][CH2:35][C@H:34]([NH:37]C(OC(C)(C)C)=O)[CH2:33][CH2:32]3)[N:27]=[C:26]3[C:22]=1[N:23]=[CH:24][N:25]3C(OC(C)(C)C)=O)[CH2:16][CH2:15]2)[CH2:3][CH2:4][C:5]1[CH:10]=[CH:9][CH:8]=[CH:7][CH:6]=1.Cl>CO>[NH2:37][C@H:34]1[CH2:33][CH2:32][C@H:31]([NH:30][C:28]2[N:27]=[C:26]3[C:22]([N:23]=[CH:24][NH:25]3)=[C:21]([N:17]3[C:18]4[C:14](=[CH:13][C:12]([NH:11][C:2](=[O:1])[CH2:3][CH2:4][C:5]5[CH:6]=[CH:7][CH:8]=[CH:9][CH:10]=5)=[CH:20][CH:19]=4)[CH2:15][CH2:16]3)[N:29]=2)[CH2:36][CH2:35]1. Procedure: The product obtained in stage 1 is dissolved in 2 ml of methanol. 2 ml of a 2N solution of hydrochloric acid in methanol are added. Stirring is carried out for 48 hours at ambient temperature, followed by evaporation to dryness. The residue is chromatographed on an Xterra LCMSprep column, eluting with acetonitrile/ammonium hydrogen carbonate buffer at 0.2% at a gradient. 4 mg of expected product, example 42, are thus recovered. Reactants: [OH-].[Na+] (NaOH), S(O)(O)(=O)=O (sulfuric acid), ice water, C(#N)C=1C(NC=2CCC3=C(C2C1)C=CC=C3)=O (2-cyano-5,6-dihydrobenzo[f]quinolin-3(4H)-one). Solvent: O (water). Product: C1=CC(NC=2CCC3=C(C12)C=CC=C3)=O (5,6-Dihydrobenzo[f]quinolin-3(4H)-one). As a reaction SMILES: S(=O)(=O)(O)O.C([C:8]1[C:9](=[O:22])[NH:10][C:11]2[CH2:12][CH2:13][C:14]3[CH:21]=[CH:20][CH:19]=[CH:18][C:15]=3[C:16]=2[CH:17]=1)#N.[OH-].[Na+]>O>[CH:17]1[C:16]2[C:15]3[CH:18]=[CH:19][CH:20]=[CH:21][C:14]=3[CH2:13][CH2:12][C:11]=2[NH:10][C:9](=[O:22])[CH:8]=1 |f:2.3|. Procedure: To a mixture of 60 ml of concentrated sulfuric acid and 15 ml of water, add 22.2 gm of 2-cyano-5,6-dihydrobenzo[f]quinolin-3(4H)-one. Heat the system at reflux for 24 hours. Cool the system and pour the solution into 1 liter of ice/water. Neutralize the solution with 10N NaOH solution. Extract the solution with 300 ml of chloroform and dry the organic solution over anhydrous magnesium sulfate. Filter the solution and remove the solvent by stripping to give the title compound. Reactants: ClC=1C=C(C=CC1Cl)C(CCCOCC)=O (3', 4'-dichloro-4-ethoxybutyrophenone), Cl.Cl.NOCCN (2-aminooxyethylamine dihydrochloride), N1=CC=CC=C1 (pyridine). Solvent: C(C)O (ethanol). The product is Cl.NCCON=C(CCCOCC)C1=CC(=C(C=C1)Cl)Cl (3', 4'-dichloro-4-ethoxybutyrophenone O-(2-aminoethyl) oxime hydrochloride). Reaction SMILES: [Cl:1][C:2]1[CH:3]=[C:4]([C:9](=O)[CH2:10][CH2:11][CH2:12][O:13][CH2:14][CH3:15])[CH:5]=[CH:6][C:7]=1[Cl:8].Cl.Cl.[NH2:19][O:20][CH2:21][CH2:22][NH2:23].N1C=CC=CC=1>C(O)C>[ClH:1].[NH2:23][CH2:22][CH2:21][O:20][N:19]=[C:9]([C:4]1[CH:5]=[CH:6][C:7]([Cl:8])=[C:2]([Cl:1])[CH:3]=1)[CH2:10][CH2:11][CH2:12][O:13][CH2:14][CH3:15] |f:1.2.3,6.7|. Procedure: A mixture of 4.6 mmol (1.20 g) of 3', 4'-dichloro-4-ethoxybutyrophenone (melting point 52°-54° C), 4.7 mmol (0.70 g) of 2-aminooxyethylamine dihydrochloride, 2.5 ml of pyridine and 5 ml of absolute ethanol was refluxed for 2.5 hours. The reaction mixture was evaporated to dryness in vacuo and the residue was dissolved in 40 ml of water. This solution was washed twice with 15 ml of petroleum ether (boiling point 40°-60° C), rendered alkaline with 10 ml of 2N sodium hydroxide solution and then ext... Reactants: NC=1C=C(C(=O)NC2=CC=C(C=C2)C(C)(C)C)C=CC1N (3,4-diamino-N-(4-tert-butylphenyl)-benzamide), COC(CCC1=CC(=C(C(=C1)C)C=O)C)=O (3-(4-formyl-3,5-dimethylphenyl)-propionic acid methyl ester), OOS(=O)[O-].[K+] (oxone), CN(C)C=O (DMF). The solvent is C(C)(=O)OCC (ethyl acetate). Conditions: time 1 hour. Product: COC(CCC1=CC(=C(C(=C1)C)C1=NC2=C(N1)C=C(C=C2)C(NC2=CC=C(C=C2)C(C)(C)C)=O)C)=O (3-{4-[6-(4-tert-butylphenylcarbamoyl)-1H-benzimidazol-2-yl]-3,5-dimethylphenyl}-propionic acid methyl ester). As a reaction SMILES: [NH2:1][C:2]1[CH:3]=[C:4]([CH:18]=[CH:19][C:20]=1[NH2:21])[C:5]([NH:7][C:8]1[CH:13]=[CH:12][C:11]([C:14]([CH3:17])([CH3:16])[CH3:15])=[CH:10][CH:9]=1)=[O:6].[CH3:22][O:23][C:24](=[O:37])[CH2:25][CH2:26][C:27]1[CH:32]=[C:31]([CH3:33])[C:30]([CH:34]=O)=[C:29]([CH3:36])[CH:28]=1.OOS([O-])=O.[K+].CN(C=O)C>C(OCC)(=O)C>[CH3:22][O:23][C:24](=[O:37])[CH2:25][CH2:26][C:27]1[CH:32]=[C:31]([CH3:33])[C:30]([C:34]2[NH:1][C:2]3[CH:3]=[C:4]([C:5](=[O:6])[NH:7][C:8]4[CH:13]=[CH:12][C:11]([C:14]([CH3:17])([CH3:16])[CH3:15])=[CH:10][CH:9]=4)[CH:18]=[CH:19][C:20]=3[N:21]=2)=[C:29]([CH3:36])[CH:28]=1 |f:2.3|. Procedure: A mixture of 3,4-diamino-N-(4-tert-butylphenyl)-benzamide (200 mg, 710 μmol), 3-(4-formyl-3,5-dimethylphenyl)-propionic acid methyl ester (190 mg, 860 μmols) (from Example 6-17) and oxone (286 mg, 470 μmols) in a solution of 5 mL DMF/0.5 mL water was stirred at ambient temperature for 1 h. The mixture was poured into ethyl acetate and extracted once with water and five times with brine. The organic phase was dried, filtered, and the solvent was removed under reduced pressure. The residue was pur... Starting materials: O=C([O-])[O-], C=CCBr, CN(C)C=O, [K+], [K+], N#Cc1c(N2CCc3ccccc3CC2)nc(N)[nH]c1=O. Yields the product C=CCn1c(N)nc(N2CCc3ccccc3CC2)c(C#N)c1=O. Reaction SMILES: [C:26](=[O:27])([O-:28])[O-:29].[CH2:22]([CH:23]=[CH2:24])[Br:25].[CH3:32][N:33]([CH3:34])[CH:35]=[O:36].[K+:30].[K+:31].[NH2:1][c:2]1[nH:3][c:4](=[O:21])[c:5]([C:19]#[N:20])[c:6]([N:8]2[CH2:9][CH2:10][c:11]3[c:12]([cH:15][cH:16][cH:17][cH:18]3)[CH2:13][CH2:14]2)[n:7]1>>[NH2:1][c:2]1[n:3]([CH2:24][CH:23]=[CH2:22])[c:4](=[O:21])[c:5]([C:19]#[N:20])[c:6]([N:8]2[CH2:9][CH2:10][c:11]3[c:12]([cH:15][cH:16][cH:17][cH:18]3)[CH2:13][CH2:14]2)[n:7]1. Reactants: C(C)(=O)OCC (ethyl acetate), COCCOCC1=CC=C(C=N1)OC=1C=C2C=C(NC2=C(C1)OC1CCOCC1)C(N)=S (5-({6-[(2-methoxyethoxy)methyl]pyridin-3-yl}oxy)-7-(tetrahydro-2H-pyran-4-yloxy)-1H-indole-2-carbothioamide), C(C#CC)(=O)OCC (ethyl 2-butynoate), C(CCC)P(CCCC)CCCC (tri-n-butylphosphine). The solvent is CCCCCC (hexane), O1CCCC1 (tetrahydrofuran), C1(=CC=CC=C1)C (toluene). Conditions: temperature 90 celsius, time 1 hour. Product: C(C)OC(CC1CN=C(S1)C=1NC2=C(C=C(C=C2C1)OC=1C=NC(=CC1)COCCOC)OC1CCOCC1)=O (Ethyl{2-[5-({6-[(2-methoxyethoxy)methyl]pyridin-3-yl}oxy)-7-(tetrahydro-2H-pyran-4-yloxy)-1H-indol-2-yl]-4,5-dihydro-1,3-thiazol-5-yl}acetate). The yield is 32.5%. Reaction SMILES: [CH3:1][O:2][CH2:3][CH2:4][O:5][CH2:6][C:7]1[N:12]=[CH:11][C:10]([O:13][C:14]2[CH:15]=[C:16]3[C:20](=[C:21]([O:23][CH:24]4[CH2:29][CH2:28][O:27][CH2:26][CH2:25]4)[CH:22]=2)[NH:19][C:18]([C:30](=[S:32])[NH2:31])=[CH:17]3)=[CH:9][CH:8]=1.[C:33]([O:38][CH2:39][CH3:40])(=[O:37])[C:34]#[C:35][CH3:36].C(P(CCCC)CCCC)CCC.C(OCC)(=O)C>O1CCCC1.C1(C)C=CC=CC=1.CCCCCC>[CH2:39]([O:38][C:33](=[O:37])[CH2:34][CH:35]1[S:32][C:30]([C:18]2[NH:19][C:20]3[C:16]([CH:17]=2)=[CH:15][C:14]([O:13][C:10]2[CH:11]=[N:12][C:7]([CH2:6][O:5][CH2:4][CH2:3][O:2][CH3:1])=[CH:8][CH:9]=2)=[CH:22][C:21]=3[O:23][CH:24]2[CH2:25][CH2:26][O:27][CH2:28][CH2:29]2)=[N:31][CH2:36]1)[CH3:40]. Reported procedure: To a solution of 5-({6-[(2-methoxyethoxy)methyl]pyridin-3-yl}oxy)-7-(tetrahydro-2H-pyran-4-yloxy)-1H-indole-2-carbothioamide (1.1 g) in tetrahydrofuran (10 mL) and toluene (15 mL) were added ethyl 2-butynoate (0.67 g) and tri-n-butylphosphine (0.49 g), and the mixture was stirred at 90° C. for 1 hr. The reaction mixture was cooled, and concentrated under reduced pressure. The obtained crude product was subjected to basic silica gel column chromatography (ethyl acetate:hexane=0:100 to 50:50, volu... Reactants: C(#N)C1=C(C=C(C=C1)NC(C(CO)(C)O)=O)C(F)(F)F (N-[4-cyano-3-trifluoromethyl-phenyl]-2,3-dihydroxy-2-methyl-propionamide), C1(=CC=C(C=C1)S(=O)(=O)Cl)C (p-toluenesulfonyl chloride). The solvent is N1=CC=CC=C1 (pyridine), ClCCl (dichloromethane). Conditions: temperature 0 celsius, time 5 hour. Product: C(#N)C1=C(C=C(C=C1)NC(C(COS(=O)(=O)C1=CC=C(C=C1)C)(C)O)=O)C(F)(F)F (N-[4-cyano-3-trifluoromethyl-phenyl]-2-hydroxy-3-[4-methylphenyl-sulfonyloxy]-2-methyl-propionamide). Reaction SMILES: [C:1]([C:3]1[CH:8]=[CH:7][C:6]([NH:9][C:10](=[O:16])[C:11]([OH:15])([CH3:14])[CH2:12][OH:13])=[CH:5][C:4]=1[C:17]([F:20])([F:19])[F:18])#[N:2].[C:21]1([CH3:31])[CH:26]=[CH:25][C:24]([S:27](Cl)(=[O:29])=[O:28])=[CH:23][CH:22]=1>N1C=CC=CC=1.ClCCl>[C:1]([C:3]1[CH:8]=[CH:7][C:6]([NH:9][C:10](=[O:16])[C:11]([OH:15])([CH3:14])[CH2:12][O:13][S:27]([C:24]2[CH:25]=[CH:26][C:21]([CH3:31])=[CH:22][CH:23]=2)(=[O:29])=[O:28])=[CH:5][C:4]=1[C:17]([F:19])([F:18])[F:20])#[N:2]. Procedure details: A solution of 5 g (17.35 mol) of N-[4-cyano-3-trifluoromethyl-phenyl]-2,3-dihydroxy-2-methyl-propionamide in 50 ml of dry pyridine was cooled to 0° C. and 10 g (52.45 mmol) of p-toluenesulfonyl chloride was added in small portions. The mixture was stirred at 0° C. for 5 h, then diluted with 200 ml of dichloromethane, washed three times with 50 ml of saturated aqueous sodium hydrogen carbonate, twice with 50 ml of 10% aqueous hydrochloric acid and 50 ml of brine. The organic layer was dried over ...